Dataset: the Open Reaction Database (ORD), a public repository of structured organic reaction records. Task: describe an organic reaction: reactants, conditions, products, and yield Starting materials: BrCCCCC=C (6-bromo-1-hexene), OC1=CC=C(C=C1)C1=CC=C(C=C1)C(=O)OCC(CC)C (2-methylbutyl 4'-hydroxybiphenyl-4-carboxylate), C([O-])([O-])=O.[K+].[K+] (potassium carbonate). Run in CC(CC)=O (2-butanone). Yields the product C(CCCC=C)OC1=CC=C(C=C1)C1=CC=C(C=C1)C(=O)OCC(CC)C (2-methylbutyl 4'-(5-hexenyloxy)-biphenyl-4-carboxylate). The yield is 78.8%. Reaction SMILES: Br[CH2:2][CH2:3][CH2:4][CH2:5][CH:6]=[CH2:7].[OH:8][C:9]1[CH:14]=[CH:13][C:12]([C:15]2[CH:20]=[CH:19][C:18]([C:21]([O:23][CH2:24][CH:25]([CH3:28])[CH2:26][CH3:27])=[O:22])=[CH:17][CH:16]=2)=[CH:11][CH:10]=1.C(=O)([O-])[O-].[K+].[K+]>CC(=O)CC>[CH2:2]([O:8][C:9]1[CH:10]=[CH:11][C:12]([C:15]2[CH:20]=[CH:19][C:18]([C:21]([O:23][CH2:24][CH:25]([CH3:28])[CH2:26][CH3:27])=[O:22])=[CH:17][CH:16]=2)=[CH:13][CH:14]=1)[CH2:3][CH2:4][CH2:5][CH:6]=[CH2:7] |f:2.3.4|. Procedure: 4.7 g of 6-bromo-1-hexene, 6.3 g of 2-methylbutyl 4'-hydroxybiphenyl-4-carboxylate, and 3.1 g of potassium carbonate were refluxed in 2-butanone for 20 hours. After the reaction, inorganic salt was removed by washing with water. After organic phase was dried over magnesium sulfate, the solvent was distilled out under reduced pressure. The resulting residue was purified by column chromatography to obtain 6.4 g of the objective ester compound. (Yield: 79%). Starting materials: FC1C(CN(CC1)C1=C(C=NC=C1)[N+](=O)[O-])N1C(C2=CC=CC=C2C1=O)=O ((+/−)-2-(4-fluoro-1-(3-nitropyridin-4-yl)piperidin-3-yl)isoindoline-1,3-dione). The solvent is C(C)O (ethanol), C(C)(=O)OCC (ethyl acetate). Yields the product NC=1C=NC=CC1N1CC(C(CC1)F)N1C(C2=CC=CC=C2C1=O)=O ((+/−)-2-(1-(3-aminopyridin-4-yl)-4-fluoropiperidin-3-yl)isoindoline-1,3-dione). The yield is 87.0%. RXN SMILES: [F:1][CH:2]1[CH2:7][CH2:6][N:5]([C:8]2[CH:13]=[CH:12][N:11]=[CH:10][C:9]=2[N+:14]([O-])=O)[CH2:4][CH:3]1[N:17]1[C:25](=[O:26])[C:24]2[C:19](=[CH:20][CH:21]=[CH:22][CH:23]=2)[C:18]1=[O:27]>C(O)C.C(OCC)(=O)C>[NH2:14][C:9]1[CH:10]=[N:11][CH:12]=[CH:13][C:8]=1[N:5]1[CH2:6][CH2:7][CH:2]([F:1])[CH:3]([N:17]2[C:18](=[O:27])[C:19]3[C:24](=[CH:23][CH:22]=[CH:21][CH:20]=3)[C:25]2=[O:26])[CH2:4]1. Procedure details: Following Method 2 of Example 49, (+/−)-2-(4-fluoro-1-(3-nitropyridin-4-yl)piperidin-3-yl)isoindoline-1,3-dione in ethanol and ethyl acetate (1:1, 0.1 M solution) was reduced yielding (+/−)-2-(1-(3-aminopyridin-4-yl)-4-fluoropiperidin-3-yl)isoindoline-1,3-dione, (87%). LCMS (m/z): 341.1 (MH+); LC Rt=2.23 min. Reactants: C(C)OC(=O)C=1OC2=C(C1C)C(=CC=C2)NC(=O)OC(C)(C)C (4-tert-butoxycarbonylamino-3-methyl-benzofuran-2-carboxylic acid ethyl ester), FC(C(=O)O)(F)F (trifluoroacetic acid). Solvent: ClCCCl (1,2-dichloroethane). Reaction conditions: time 2 hour. Product: C(C)OC(=O)C=1OC2=C(C1C)C(=CC=C2)N (4-amino-3-methyl-benzofuran-2-carboxylic acid ethyl ester). RXN SMILES: [CH2:1]([O:3][C:4]([C:6]1[O:7][C:8]2[CH:15]=[CH:14][CH:13]=[C:12]([NH:16]C(OC(C)(C)C)=O)[C:9]=2[C:10]=1[CH3:11])=[O:5])[CH3:2].FC(F)(F)C(O)=O>ClCCCl>[CH2:1]([O:3][C:4]([C:6]1[O:7][C:8]2[CH:15]=[CH:14][CH:13]=[C:12]([NH2:16])[C:9]=2[C:10]=1[CH3:11])=[O:5])[CH3:2]. Reported procedure: To 4-tert-butoxycarbonylamino-3-methyl-benzofuran-2-carboxylic acid ethyl ester (624 mg, 1.95 mmol, prepared according to Example 59, Step 1) was added 1,2-dichloroethane (12 mL) and trifluoroacetic acid (TFA, 6 mL). The reaction was stirred at room temperature for 2 hours. Solvent was removed in vacuo to provide 4-amino-3-methyl-benzofuran-2-carboxylic acid ethyl ester in quantitative yield. 1H NMR (400 MHz, DMSO-d6) δ ppm 1.3 (t, J=7.1 Hz, 3 H) 2.7 (s, 3 H) 4.3 (q, J=7.1 Hz, 2 H) 6.5 (dd, J=7.... Reactants: [H-].[Na+] (sodium hydride), C(C)(=O)C1=C(C=C2C(C(=CNC2=C1F)C(=O)OCC)=O)F (ethyl 7-acetyl-6,8-difluoro-1,4-dihydro-4-oxo-3-quinolinecarboxylate), BrCCF (1-bromo-2-fluoroethane). Solvent: CN(C=O)C (dimethylformamide), CN(C=O)C (dimethylformamide). Run at time 2 hour. Yields the product C(C)(=O)C1=C(C=C2C(C(=CN(C2=C1F)CCF)C(=O)OCC)=O)F (ethyl 7-acetyl-6,8-difluoro-1-(2-fluoroethyl)-1,4-dihydro-4-oxo-3quinoline carboxylate). Yield: 32.3%. RXN SMILES: [H-].[Na+].[C:3]([C:6]1[C:15]([F:16])=[C:14]2[C:9]([C:10](=[O:22])[C:11]([C:17]([O:19][CH2:20][CH3:21])=[O:18])=[CH:12][NH:13]2)=[CH:8][C:7]=1[F:23])(=[O:5])[CH3:4].Br[CH2:25][CH2:26][F:27]>CN(C)C=O>[C:3]([C:6]1[C:15]([F:16])=[C:14]2[C:9]([C:10](=[O:22])[C:11]([C:17]([O:19][CH2:20][CH3:21])=[O:18])=[CH:12][N:13]2[CH2:25][CH2:26][F:27])=[CH:8][C:7]=1[F:23])(=[O:5])[CH3:4] |f:0.1|. Procedure details: To 1.62 g (34.0 mmol) of sodium hydride (50% dispersion in oil, pentane washed) in 250 ml of dimethylformamide was added 10.0 g (34 mmol) of the ethyl 7-acetyl-6,8-difluoro-1,4-dihydro-4-oxo-3-quinolinecarboxylate dissolved in 100 ml of dimethylformamide at room temperature. The mixture was stirred for two hours, and 13.0 g (2.4 eq) of 1-bromo-2-fluoroethane was added. The mixture was stirred overnight at 50° C. It was concentrated, and partitioned between water and dichloromethane. The dichloro... The reactants are ClC1=C(C(C(=O)O)=C(C=C1Cl)Cl)C(=O)O (3,4,6-Trichlorophthalic acid), NC1=CC=CC=C1 (aniline). Run in C(C)(=O)O (acetic acid). The product is ClC1=C2C(C(=O)N(C2=O)C2=CC=CC=C2)=C(C=C1Cl)Cl (3,4,6-trichloro-N-phenylphthalimide). Isolated yield 97.2%. Reaction SMILES: [Cl:1][C:2]1[C:10]([Cl:11])=[CH:9][C:8]([Cl:12])=[C:4]([C:5]([OH:7])=O)[C:3]=1[C:13]([OH:15])=O.[NH2:16][C:17]1[CH:22]=[CH:21][CH:20]=[CH:19][CH:18]=1>C(O)(=O)C>[Cl:1][C:2]1[C:10]([Cl:11])=[CH:9][C:8]([Cl:12])=[C:4]2[C:5]([N:16]([C:17]3[CH:22]=[CH:21][CH:20]=[CH:19][CH:18]=3)[C:13](=[O:15])[C:3]=12)=[O:7]. Reported procedure: 3,4,6-Trichlorophthalic acid (500 g, 1.86 moles), glacial acetic acid (4 L), and aniline (175 mL, 1.92 moles) were charged to a 12 L 3-neck flask equipped with a condenser, a stirrer and a thermometer. The mixture was heated with stirring and maintained at 100°-101° C. for 2 hours, then cooled to room temperature and filtered. The filter cake was washed with cold water and vacuum dried (70° C., 0.2 mmHg) for 24 hours to yield 590.7 g of 97.5% pure 3,4,6-trichloro-N-phenylphthalimide (m.p. 199°-2... As a reaction SMILES: [CH2:26]1[CH2:27][CH2:28][NH:29][CH2:30][CH2:31]1.[CH3:32][CH2:33][OH:34].[OH:1][c:2]1[c:3]([O:13][CH3:14])[cH:4][c:5]([C:10]([CH3:11])=[O:12])[cH:6][c:7]1[O:8][CH3:9].[nH:15]1[cH:16][c:17]([CH:24]=[O:25])[c:18]2[cH:19][cH:20][cH:21][cH:22][c:23]12>>[OH:1][c:2]1[c:3]([O:13][CH3:14])[cH:4][c:5]([C:10]([CH:11]=[CH:24][c:17]2[cH:16][nH:15][c:23]3[c:18]2[cH:19][cH:20][cH:21][cH:22]3)=[O:12])[cH:6][c:7]1[O:8][CH3:9]. The reactants are C1CCNCC1, CCO, COc1cc(C(C)=O)cc(OC)c1O, O=Cc1c[nH]c2ccccc12. The product is COc1cc(C(=O)C=Cc2c[nH]c3ccccc23)cc(OC)c1O. Procedure: The {2-[(4-chlorobenzyl)-(4-pyridin-4-yl-benzoyl)-amino]-ethyl}-carbamic acid tert-butyl ester (184 mg, 0.395 mmol) was dissolved in 2.0 mL of 1,4-dioxane and treated with 2.0 mL of 4M HCl in 1,4-dioxane. The reaction was allowed to stir for one hour to completion and diluted with diethyl ether. The product was isolated by vacuum filtration to afford the N-(2-amino-ethyl)-N-(4-chlorobenzyl)-4-pyridin-4-yl-benzamide bis-hydrochloride salt as a fine pale-yellow powder (166 mg, 96%). 1H NMR (DMSO-d... The solvent is O1CCOCC1 (1,4-dioxane), C(C)OCC (diethyl ether), O1CCOCC1 (1,4-dioxane). Product: Cl.Cl.NCCN(C(C1=CC=C(C=C1)C1=CC=NC=C1)=O)CC1=CC=C(C=C1)Cl (N-(2-amino-ethyl)-N-(4-chlorobenzyl)-4-pyridin-4-yl-benzamide bis-hydrochloride salt). Conditions: time 1 hour. Yield: 96.0%. Reaction SMILES: C(OC(=O)[NH:7][CH2:8][CH2:9][N:10]([CH2:25][C:26]1[CH:31]=[CH:30][C:29]([Cl:32])=[CH:28][CH:27]=1)[C:11](=[O:24])[C:12]1[CH:17]=[CH:16][C:15]([C:18]2[CH:23]=[CH:22][N:21]=[CH:20][CH:19]=2)=[CH:14][CH:13]=1)(C)(C)C.[ClH:34]>O1CCOCC1.C(OCC)C>[ClH:32].[ClH:34].[NH2:7][CH2:8][CH2:9][N:10]([CH2:25][C:26]1[CH:27]=[CH:28][C:29]([Cl:32])=[CH:30][CH:31]=1)[C:11](=[O:24])[C:12]1[CH:17]=[CH:16][C:15]([C:18]2[CH:19]=[CH:20][N:21]=[CH:22][CH:23]=2)=[CH:14][CH:13]=1 |f:4.5.6|. Starting materials: C(C)(C)(C)OC(NCCN(C(C1=CC=C(C=C1)C1=CC=NC=C1)=O)CC1=CC=C(C=C1)Cl)=O ({2-[(4-chlorobenzyl)-(4-pyridin-4-yl-benzoyl)-amino]-ethyl}-carbamic acid tert-butyl ester), Cl (HCl).